Dataset: the Open Reaction Database (ORD), a public repository of structured organic reaction records. Task: describe an organic reaction: reactants, conditions, products, and yield Starting materials: ClCCCCN1CCSC2=C(C1=O)C=CS2 (4-(4-chlorobutyl)-2,3-dihydrothieno[3,2-f]-1,4-thiazepin-5(4H)-one), O (water), [Cl-].[Al+3].[Cl-].[Cl-] (aluminum chloride), C(C)(=O)Cl (acetyl chloride). Run in C(Cl)Cl (methylene chloride), C(Cl)Cl (methylene chloride). Run at time 15 minute. The product is C(C)(=O)C1=CC=2C(N(CCSC2S1)CCCCCl)=O (7-acetyl-4-(4-chlorobutyl)-2,3-dihydrothieno-[3,2-f]-1,4-thiazepin-5(4H)-one). As a reaction SMILES: [Cl-].[Al+3].[Cl-].[Cl-].[C:5](Cl)(=[O:7])[CH3:6].[Cl:9][CH2:10][CH2:11][CH2:12][CH2:13][N:14]1[C:20](=[O:21])[C:19]2[CH:22]=[CH:23][S:24][C:18]=2[S:17][CH2:16][CH2:15]1.O>C(Cl)Cl>[C:5]([C:23]1[S:24][C:18]2[S:17][CH2:16][CH2:15][N:14]([CH2:13][CH2:12][CH2:11][CH2:10][Cl:9])[C:20](=[O:21])[C:19]=2[CH:22]=1)(=[O:7])[CH3:6] |f:0.1.2.3|. Reported procedure: To a suspension of 13 g of aluminum chloride in 150 ml of methylene chloride was added 4.6 ml of acetyl chloride under ice-cooling and the mixture was stirred for 15 minutes. To the mixture was added a solution of 9.0 g of 4-(4-chlorobutyl)-2,3-dihydrothieno[3,2-f]-1,4-thiazepin-5(4H)-one in 20 ml of methylene chloride and the mixture was stirred at room temperature of 2 hours. Then, the mixture was poured into chilled water and extracted with chloroform. The extract was washed with water, dried... The reactants are CCO, [Na+], CCCC1(CCC(C)=O)CCc2cc(OC)c(Cl)c(Cl)c2C1=O, [OH-], O. Product: CCCC12CCC(=O)C=C1c1c(cc(OC)c(Cl)c1Cl)CC2. RXN SMILES: [CH3:24][CH2:25][OH:26].[Na+:28].[O:1]=[C:2]([CH2:3][CH2:4][C:5]1([CH2:20][CH2:21][CH3:22])[C:6](=[O:19])[c:7]2[c:8]([Cl:18])[c:9]([Cl:17])[c:10]([O:15][CH3:16])[cH:11][c:12]2[CH2:13][CH2:14]1)[CH3:23].[OH-:27].[OH2:29]>>[O:1]=[C:2]1[CH2:3][CH2:4][C:5]2([CH2:20][CH2:21][CH3:22])[C:6](=[CH:23]1)[c:7]1[c:8]([Cl:18])[c:9]([Cl:17])[c:10]([O:15][CH3:16])[cH:11][c:12]1[CH2:13][CH2:14]2. The reactants are C1(=CC=CC=C1)C1=NN2C(C=CC=C2)=C1C=O (2-phenylpyrazolo[1,5-a]pyridine-3-carbaldehyde), Cl.NNC(=O)N (semicarbazide hydrochloride). Run in C(C)O (ethanol). The product is C1(=CC=CC=C1)C1=NN2C(C=CC=C2)=C1C=NNC(=O)N (2-phenylpyrazolo[1,5-a]pyridine-3-carbaldehyde semicarbazone). Yield: 41.5%. RXN SMILES: [C:1]1([C:7]2[C:15]([CH:16]=O)=[C:10]3[CH:11]=[CH:12][CH:13]=[CH:14][N:9]3[N:8]=2)[CH:6]=[CH:5][CH:4]=[CH:3][CH:2]=1.Cl.[NH2:19][NH:20][C:21]([NH2:23])=[O:22]>C(O)C>[C:1]1([C:7]2[C:15]([CH:16]=[N:19][NH:20][C:21]([NH2:23])=[O:22])=[C:10]3[CH:11]=[CH:12][CH:13]=[CH:14][N:9]3[N:8]=2)[CH:2]=[CH:3][CH:4]=[CH:5][CH:6]=1 |f:1.2|. Procedure: A mixture of 2-phenylpyrazolo[1,5-a]pyridine-3-carbaldehyde (0.5 g) and semicarbazide hydrochloride (0.25 g) in ethanol (7ml) was refluxed for 1 hour and then cooled. The resulting precipitates were filtered and recrystallized from a mixture of water and ethanol to give 2-phenylpyrazolo[1,5-a]pyridine-3-carbaldehyde semicarbazone (0.26 g). Starting materials: ClC1=C2CCC(NC2=CC=C1)=O (5-chloro-3,4-dihydrocarbostyril), [BH4-].[Na+] (NaBH4), C(C)(=O)O (acetic acid). The solvent is O1CCOCC1 (dioxane). The product is ClC1=C2CCCNC2=CC=C1 (5-chloro-1,2,3,4-tetrahydroquinoline). The yield is 91.8%. As a reaction SMILES: [Cl:1][C:2]1[CH:11]=[CH:10][CH:9]=[C:8]2[C:3]=1[CH2:4][CH2:5][C:6](=O)[NH:7]2.[BH4-].[Na+].C(O)(=O)C>O1CCOCC1>[Cl:1][C:2]1[CH:11]=[CH:10][CH:9]=[C:8]2[C:3]=1[CH2:4][CH2:5][CH2:6][NH:7]2 |f:1.2|. Procedure: 42.5 g of 5-chloro-3,4-dihydrocarbostyril was suspended in 250 ml of dioxane and 44.3 g of NaBH4 was added to the suspension. Then 67 ml of acetic acid (d=1.05) was added dropwise to the mixture at room temperature. After heat-refluxing the resulting mixture for 2 hours the solvent was removed under reduced pressure. Water was added to the residue and insoluble materials were removed by filtration followed by washing with diethyl ether. The residue was extracted with diethyl ether, dried over an... The reactants are BrC1=NC=CC=C1 (2-Bromopyridine), CNN (methylhydrazine), CNN (methylhydrazine). Conditions: time 16 hour. Product: CN(N)C1=NC=CC=C1 (N-Methyl-N-pyridin-2-yl-hydrazine). Isolated yield 74.4%. Reaction SMILES: Br[C:2]1[CH:7]=[CH:6][CH:5]=[CH:4][N:3]=1.[CH3:8][NH:9][NH2:10]>>[CH3:8][N:9]([C:2]1[CH:7]=[CH:6][CH:5]=[CH:4][N:3]=1)[NH2:10]. Reported procedure: 2-Bromopyridine (5 mL, 52.4 mmol) and methylhydrazine (20 mL, 360 mmol) were mixed together in a flask fitted with a water-condenser. After a few minutes a vigorous exothermic reaction occurred with refluxing of the methylhydrazine. When the reaction had subsided, the mixture was left for 16 hours, and the excess methylhydrazine was removed under reduced pressure. The cooled residue was stirred with aqueous sodium hydroxide solution (30 ml of 20%), and the resulting solution was extracted with e... Starting materials: CC(=C[C@H]1[C@H](C1(C)C)C(=O)O)C ((+)-cis chrysanthemic acid), C(CCC)S (n-butanethiol). Run in C1(=CC=CC=C1)C (toluene). Conditions: time 1 hour. Product: CC(=CC1C(C1(C)C)C(=O)O)C (chrysanthemic acid). The yield is 90.0%. As a reaction SMILES: [CH3:1][C:2]([CH3:12])=[CH:3][C@@H:4]1[C:6]([CH3:8])([CH3:7])[C@@H:5]1[C:9]([OH:11])=[O:10].C(S)CCC>C1(C)C=CC=CC=1>[CH3:1][C:2]([CH3:12])=[CH:3][CH:4]1[C:6]([CH3:7])([CH3:8])[CH:5]1[C:9]([OH:11])=[O:10]. Reported procedure: To a solution of (+)-cis chrysanthemic acid (1.0 g) in toluene (9 g) was added n-butanethiol (107 mg). Irradiation with a high pressure mercury lamp (100 W) was made for one hour. After the reaction was over, similar after-treatment as in Example 1 was applied to obtain chrysanthemic acid (0.9 g). The optical isomer ratio of the product was (+)-cis, 3.0%; (-)-cis, 2.1%; (+)-trans, 46.6%; and (-)-trans, 48.3%. The reactants are ice water, C[Si](C)(C)Cl (Trimethylsilyl chloride), C1(CC(CCC1)=O)=O (cyclohexane-1,3-dione), FC=1C=C(C#N)C=CC1C=O (3-fluoro-4-formylbenzonitrile), FC(C=1C=C(C=CC1)NC(=O)N)(F)F (1-(3-(trifluoromethyl)phenyl)urea). The solvent is CN(C=O)C (N,N-dimethylformamide), C(C)#N (acetonitrile). Reaction conditions: time 45 minute. Yields the product C(#N)C1=CC(=C(C=C1)C(NC(=O)NC1=CC(=CC=C1)C(F)(F)F)C1=C(CCCC1=O)O)F (1-((4-Cyano-2-fluorophenyl)(2-hydroxy-6-oxocyclohex-1-enyl)methyl)-3-(3-(trifluoromethyl)phenyl)urea). As a reaction SMILES: C[Si](Cl)(C)C.[C:6]1(=[O:13])[CH2:11][CH2:10][CH2:9][C:8](=[O:12])[CH2:7]1.[F:14][C:15]1[CH:16]=[C:17]([CH:20]=[CH:21][C:22]=1[CH:23]=O)[C:18]#[N:19].[F:25][C:26]([F:38])([F:37])[C:27]1[CH:28]=[C:29]([NH:33][C:34]([NH2:36])=[O:35])[CH:30]=[CH:31][CH:32]=1>CN(C)C=O.C(#N)C>[C:18]([C:17]1[CH:20]=[CH:21][C:22]([CH:23]([C:7]2[C:8](=[O:12])[CH2:9][CH2:10][CH2:11][C:6]=2[OH:13])[NH:36][C:34]([NH:33][C:29]2[CH:30]=[CH:31][CH:32]=[C:27]([C:26]([F:25])([F:37])[F:38])[CH:28]=2)=[O:35])=[C:15]([F:14])[CH:16]=1)#[N:19]. Reported procedure: Trimethylsilyl chloride (1 M in dichloromethane, 4.90 mL, 4.90 mmol) is added to a solution of cyclohexane-1,3-dione (0.50 g, 4.46 mmol), 3-fluoro-4-formylbenzonitrile (0.67 g, 4.46 mmol) and 1-(3-(trifluoromethyl)phenyl)urea (0.91 g, 4.46 mmol) in a mixture of N,N-dimethylformamide (2.0 mL) and acetonitrile (2.0 mL). The mixture is stirred at room temperature for 45 min and then poured into ice water. The mixture is stirred over night at room temperature, and the precipitate is filtered and dri...